This data is from the Open Reaction Database (ORD), a public repository of structured organic reaction records. The task is: describe an organic reaction: reactants, conditions, products, and yield Reactants: N[C@@H](CC(=O)O)C1=CC=CC=C1 ((S)-3-amino-3-phenylpropionic acid), TEA, C(C)(C)N=C=O (isopropyl isocyanate). The solvent is Cl (HCl), C(Cl)Cl (CH2Cl2). Run at time 3 hour. The product is C(C)(C)NC(=O)N[C@@H](CC(=O)O)C1=CC=CC=C1 ((S)-3-{[(Isopropylamino)carbonyl]amino}-3-phenylpropanoic acid). Reaction SMILES: [NH2:1][C@H:2]([C:7]1[CH:12]=[CH:11][CH:10]=[CH:9][CH:8]=1)[CH2:3][C:4]([OH:6])=[O:5].[CH:13]([N:16]=[C:17]=[O:18])([CH3:15])[CH3:14]>C(Cl)Cl.Cl>[CH:13]([NH:16][C:17]([NH:1][C@H:2]([C:7]1[CH:12]=[CH:11][CH:10]=[CH:9][CH:8]=1)[CH2:3][C:4]([OH:6])=[O:5])=[O:18])([CH3:15])[CH3:14]. Procedure: To a stirred suspension of (S)-3-amino-3-phenylpropionic acid (1.22 g, 7.3 mmol) and TEA (1.24 mL, 8.86 mmol) in CH2Cl2 (30 mL) at ambient temperature was added isopropyl isocyanate (0.798 mL, 8.12 mmol). The reaction mixture was stirred for 3 h, diluted with 1M HCl (25 mL), and extracted with CH2Cl2 (3×25 mL). The combined CH2Cl2 extracts were dried over Na2SO4, filtered, and concentrated in vacuo to provide the title compound. MS: m/z=251 (M+1). Reactants: CC(C)(C)OC(=O)NC1CCNC1, CC#N, CCN(C(C)C)C(C)C, O=[N+]([O-])c1ccc(F)c(F)c1. Product: CC(C)(C)OC(=O)NC1CCN(c2ccc([N+](=O)[O-])cc2F)C1. Reaction SMILES: [C:21]([CH3:22])([CH3:23])([CH3:24])[O:25][C:26](=[O:27])[NH:28][CH:29]1[CH2:30][NH:31][CH2:32][CH2:33]1.[CH3:34][C:35]#[N:36].[CH:12]([N:13]([CH2:14][CH3:15])[CH:16]([CH3:17])[CH3:18])([CH3:19])[CH3:20].[F:1][c:2]1[cH:3][c:4]([N+:9](=[O:10])[O-:11])[cH:5][cH:6][c:7]1[F:8]>>[F:1][c:2]1[cH:3][c:4]([N+:9](=[O:10])[O-:11])[cH:5][cH:6][c:7]1[N:31]1[CH2:30][CH:29]([NH:28][C:26]([O:25][C:21]([CH3:22])([CH3:23])[CH3:24])=[O:27])[CH2:33][CH2:32]1. The reactants are COC1=CC=C2C(=N1)N(C=N2)C2=CC(=C(S2)C(=O)OC)OCC2=C(C=CC=C2)C(F)(F)F (methyl 5-(5-methoxy-3H-imidazo[4,5-b]pyridin-3-yl)-3-{[2-(trifluoromethyl)benzyl]oxy}thiophene-2-carboxylate), saturated solution, N (ammonia). Run in CO (methanol). Reaction conditions: temperature 130 celsius, time 10 hour. The product is COC1=CC=C2C(=N1)N(C=N2)C2=CC(=C(S2)C(=O)N)OCC2=C(C=CC=C2)C(F)(F)F (5-(5-methoxy-3H-imidazo[4,5-b]pyridin-3-yl)-3-{[2-(trifluoromethyl)benzyl]oxy}thiophene-2-carboxamide). As a reaction SMILES: [CH3:1][O:2][C:3]1[N:8]=[C:7]2[N:9]([C:12]3[S:16][C:15]([C:17]([O:19]C)=O)=[C:14]([O:21][CH2:22][C:23]4[CH:28]=[CH:27][CH:26]=[CH:25][C:24]=4[C:29]([F:32])([F:31])[F:30])[CH:13]=3)[CH:10]=[N:11][C:6]2=[CH:5][CH:4]=1.[NH3:33]>CO>[CH3:1][O:2][C:3]1[N:8]=[C:7]2[N:9]([C:12]3[S:16][C:15]([C:17]([NH2:33])=[O:19])=[C:14]([O:21][CH2:22][C:23]4[CH:28]=[CH:27][CH:26]=[CH:25][C:24]=4[C:29]([F:32])([F:31])[F:30])[CH:13]=3)[CH:10]=[N:11][C:6]2=[CH:5][CH:4]=1. Procedure details: A mixture of 0.74 g of methyl 5-(5-methoxy-3H-imidazo[4,5-b]pyridin-3-yl)-3-{[2-(trifluoromethyl)benzyl]oxy}thiophene-2-carboxylate (compound B7b) and 200 ml of a saturated solution of ammonia in methanol was stirred in an autoclave at 130° C. for 10 h. The reaction mixture was allowed to cool down to room temperature and concentrated to about half of the volume. The precipitated solid was filtered, dissolved in 4 ml methanol/DMSO (1:1) and purified by preparative HPLC (water/acetonitrile, eluti... Run in [2H]C(Cl)(Cl)Cl (deuterochloroform). Procedure details: 0.064 g of methyl 3-acetylthio-8-oxo-4,5-dithia-1-azabicyclo[4,2,0]oct-2-ene-2-carboxylate was dissolved in 1 ml of deuterochloroform and 0.063 g of triphenylphosphine added. TLC and NMR analysis indicated complete conversion of starting material to product. The crude product was chromatographed on silica gel using ethyl acetate/hexane as eluant to give 0.035 g (61%) of purified product. The product is C(C)(=O)SC1=C(N2C(CC2S1)=O)C(=O)OC (Methyl 3-acetylthio-7-oxo-4-thia-1-azabicyclo[3,2,0]hept-2-ene-2-carboxylate). As a reaction SMILES: [C:1]([S:4][C:5]1[S:12]S[CH:10]2[N:7]([C:8](=[O:13])[CH2:9]2)[C:6]=1[C:14]([O:16][CH3:17])=[O:15])(=[O:3])[CH3:2].C1(P(C2C=CC=CC=2)C2C=CC=CC=2)C=CC=CC=1>[2H]C(Cl)(Cl)Cl>[C:1]([S:4][C:5]1[S:12][CH:10]2[N:7]([C:8](=[O:13])[CH2:9]2)[C:6]=1[C:14]([O:16][CH3:17])=[O:15])(=[O:3])[CH3:2]. The yield is 61.5%. The reactants are C(C)(=O)SC1=C(N2C(CC2SS1)=O)C(=O)OC (methyl 3-acetylthio-8-oxo-4,5-dithia-1-azabicyclo[4,2,0]oct-2-ene-2-carboxylate), C1(=CC=CC=C1)P(C1=CC=CC=C1)C1=CC=CC=C1 (triphenylphosphine). The reactants are BrC=1C=C(SC1)CN1C(C2(C3=CC=CC=C13)COC=1C2=CC2=C(OCO2)C1)=O (1′-[(4-bromo-2-thienyl)methyl]spiro[furo[2,3-f][1,3]benzodioxole-7,3′-indol]-2′(1′H)-one), CN(C=O)C (N,N-dimethylformamide). The reagents and catalysts are C=1C=CC(=CC1)[P](C=2C=CC=CC2)(C=3C=CC=CC3)[Pd]([P](C=4C=CC=CC4)(C=5C=CC=CC5)C=6C=CC=CC6)([P](C=7C=CC=CC7)(C=8C=CC=CC8)C=9C=CC=CC9)[P](C=1C=CC=CC1)(C=1C=CC=CC1)C=1C=CC=CC1 (tetrakis(triphenylphosphine)palladium), [C-]#N.[Zn+2].[C-]#N (zinc cyanide). Reaction conditions: time 7 minute. The product is O=C1N(C2=CC=CC=C2C12COC=1C2=CC2=C(OCO2)C1)CC1=CC(=CS1)C#N (5-[(2′-oxospiro[furo[2,3-f][1,3]benzodioxole-7,3′-indol]-1′(2′H)-yl)methyl]thiophene-3-carbonitrile). Isolated yield 62.0%. RXN SMILES: Br[C:2]1[CH:3]=[C:4]([CH2:7][N:8]2[C:16]3[C:11](=[CH:12][CH:13]=[CH:14][CH:15]=3)[C:10]3([C:20]4=[CH:21][C:22]5[O:26][CH2:25][O:24][C:23]=5[CH:27]=[C:19]4[O:18][CH2:17]3)[C:9]2=[O:28])[S:5][CH:6]=1.[CH3:29][N:30](C)C=O>[C-]#N.[Zn+2].[C-]#N.C1C=CC([P]([Pd]([P](C2C=CC=CC=2)(C2C=CC=CC=2)C2C=CC=CC=2)([P](C2C=CC=CC=2)(C2C=CC=CC=2)C2C=CC=CC=2)[P](C2C=CC=CC=2)(C2C=CC=CC=2)C2C=CC=CC=2)(C2C=CC=CC=2)C2C=CC=CC=2)=CC=1>[O:28]=[C:9]1[C:10]2([C:20]3=[CH:21][C:22]4[O:26][CH2:25][O:24][C:23]=4[CH:27]=[C:19]3[O:18][CH2:17]2)[C:11]2[C:16](=[CH:15][CH:14]=[CH:13][CH:12]=2)[N:8]1[CH2:7][C:4]1[S:5][CH:6]=[C:2]([C:29]#[N:30])[CH:3]=1 |f:2.3.4,^1:42,44,63,82|. Reported procedure: To a suspended mixture of 1′-[(4-bromo-2-thienyl)methyl]spiro[furo[2,3-f][1,3]benzodioxole-7,3′-indol]-2′(1′H)-one (0.456 g, 1.0 mmol) and zinc cyanide (0.117 g, 1.0 mmol) in anhydrous N,N-dimethylformamide (5 mL) was added tetrakis(triphenylphosphine)palladium (0.04 g, 0.03 mmol). The reaction mixture was put into a microwave reactor set at 100 W at 133° C. for 7 min. The solid was filtered and washed with ethyl acetate (40 mL). The filtrate was concentrated in vacuo to dryness. The residue was... The reactants are O1C(CNC2=C1C=CC=C2)C#N (3,4-dihydro-2H-1,4-benzoxazine-2-carbonitrile), [H-].[Al+3].[Li+].[H-].[H-].[H-] (lithium aluminum hydride). Run in C1CCOC1 (THF). Conditions: time 30 minute. Yields the product O1C(CNC2=C1C=CC=C2)CN (3,4-Dihydro-2H-1,4-benzoxazin-2-ylmethanamine). Yield: 63.3%. RXN SMILES: [O:1]1[C:6]2[CH:7]=[CH:8][CH:9]=[CH:10][C:5]=2[NH:4][CH2:3][CH:2]1[C:11]#[N:12].[H-].[Al+3].[Li+].[H-].[H-].[H-]>C1COCC1>[O:1]1[C:6]2[CH:7]=[CH:8][CH:9]=[CH:10][C:5]=2[NH:4][CH2:3][CH:2]1[CH2:11][NH2:12] |f:1.2.3.4.5.6|. Procedure: Add 3,4-dihydro-2H-1,4-benzoxazine-2-carbonitrile (600 mg, 3.75 mmol) to THF (20 mL) and then slowly add lithium aluminum hydride (1.0 M in THF; 1 mL, 1.0 mmol). Stir the mixture at ambient temperature for 30 minutes. Add H2O (1 mL) to quench the reaction; filter; and wash the filter cake with EtOAc. Dry the filtrate over Na2SO4; filter; and concentrate the filtrate under reduced pressure to afford a residue. Purify the resulting compound via flash column chromatography using a gradient of 20-50... Conditions: temperature 55 celsius, time 1 hour. Run in O (water), C(C)(=O)OCC (ethyl acetate), CN(C=O)C (N,N-dimethylformamide). Procedure: To a solution of 0.9 g of 2-(3-ethoxy-3-oxopropyl)-4-{[4-(3-methylbutanoyl)-1H-pyrrol-2-yl]carbonyl}phenyl 3-methylbutanoate in 18 ml N,N-dimethylformamide are added 0.12 g of 60% sodium hydride and 0.4 ml of isopentyl iodide successively, and the mixture thus obtained is stirred at 50-60° C. for one hour. The reaction mixture is added to a mixture of ethyl acetate and water, pH is adjusted to 2 with 6 mol/L hydrochloric acid, and the organic layer is separated. The organic layer is washed with ... Product: CC(CC(=O)OC1=C(C=C(C=C1)C(=O)C=1N(C=C(C1)C(CC(C)C)=O)CCC(C)C)CCC(=O)OCC)C (2-(3-ethoxy-3-oxopropyl)-4-{[1-isopentyl-4-(3-methylbutanoyl)-1H-pyrrol-2-yl]carbonyl}phenyl 3-methylbutanoate). As a reaction SMILES: [CH3:1][CH:2]([CH3:33])[CH2:3][C:4]([O:6][C:7]1[CH:12]=[CH:11][C:10]([C:13]([C:15]2[NH:16][CH:17]=[C:18]([C:20](=[O:25])[CH2:21][CH:22]([CH3:24])[CH3:23])[CH:19]=2)=[O:14])=[CH:9][C:8]=1[CH2:26][CH2:27][C:28]([O:30][CH2:31][CH3:32])=[O:29])=[O:5].[H-].[Na+].[CH2:36](I)[CH2:37][CH:38]([CH3:40])[CH3:39].Cl>CN(C)C=O.O.C(OCC)(=O)C>[CH3:1][CH:2]([CH3:33])[CH2:3][C:4]([O:6][C:7]1[CH:12]=[CH:11][C:10]([C:13]([C:15]2[N:16]([CH2:36][CH2:37][CH:38]([CH3:40])[CH3:39])[CH:17]=[C:18]([C:20](=[O:25])[CH2:21][CH:22]([CH3:23])[CH3:24])[CH:19]=2)=[O:14])=[CH:9][C:8]=1[CH2:26][CH2:27][C:28]([O:30][CH2:31][CH3:32])=[O:29])=[O:5] |f:1.2|. Starting materials: CC(CC(=O)OC1=C(C=C(C=C1)C(=O)C=1NC=C(C1)C(CC(C)C)=O)CCC(=O)OCC)C (2-(3-ethoxy-3-oxopropyl)-4-{[4-(3-methylbutanoyl)-1H-pyrrol-2-yl]carbonyl}phenyl 3-methylbutanoate), [H-].[Na+] (sodium hydride), C(CC(C)C)I (isopentyl iodide), Cl (hydrochloric acid). As a reaction SMILES: [C:46]([O:47][BH-:48]([O:49][C:50](=[O:51])[CH3:52])[O:53][C:54](=[O:55])[CH3:56])(=[O:57])[CH3:58].[CH:29](=[O:30])[c:31]1[cH:32][c:33]([C:36](=[O:37])[OH:38])[cH:34][s:35]1.[Cl:1][c:2]1[cH:3][c:4]([N:9]2[C:10](=[O:28])[N:11]([CH3:27])[C:12]3([C:13]2=[O:14])[CH2:15][NH:16][CH2:17][CH:18]3[c:19]2[cH:20][cH:21][c:22]([C:23]#[N:24])[cH:25][cH:26]2)[cH:5][c:6]([Cl:8])[cH:7]1.[Na+:39].[Na+:40].[Na+:59].[O-:41][S:42](=[O:43])(=[O:44])[O-:45]>>[Cl:1][c:2]1[cH:3][c:4]([N:9]2[C:10](=[O:28])[N:11]([CH3:27])[C:12]3([C:13]2=[O:14])[CH2:15][N:16]([CH2:29][c:31]2[cH:32][c:33]([C:36](=[O:37])[OH:38])[cH:34][s:35]2)[CH2:17][CH:18]3[c:19]2[cH:20][cH:21][c:22]([C:23]#[N:24])[cH:25][cH:26]2)[cH:5][c:6]([Cl:8])[cH:7]1. The product is CN1C(=O)N(c2cc(Cl)cc(Cl)c2)C(=O)C12CN(Cc1cc(C(=O)O)cs1)CC2c1ccc(C#N)cc1. The reactants are CC(=O)O[BH-](OC(C)=O)OC(C)=O, O=Cc1cc(C(=O)O)cs1, CN1C(=O)N(c2cc(Cl)cc(Cl)c2)C(=O)C12CNCC2c1ccc(C#N)cc1, [Na+], [Na+], [Na+], O=S(=O)([O-])[O-]. Starting materials: C1(CC1)CC=1C=C2C=CC=NC2=C(C1)Br (6-(cyclopropylmethyl)-8-bromoquinoline), C1(=CC=CC=C1)B(O)O (benzene boronic acid). The product is C1(CC1)CC=1C=C2C=CC=NC2=C(C1)C1=CC=CC=C1 (6-(cyclopropylmethyl)-8-phenylquinoline). As a reaction SMILES: [CH:1]1([CH2:4][C:5]2[CH:6]=[C:7]3[C:12](=[C:13](Br)[CH:14]=2)[N:11]=[CH:10][CH:9]=[CH:8]3)[CH2:3][CH2:2]1.[C:16]1(B(O)O)[CH:21]=[CH:20][CH:19]=[CH:18][CH:17]=1>>[CH:1]1([CH2:4][C:5]2[CH:6]=[C:7]3[C:12](=[C:13]([C:16]4[CH:21]=[CH:20][CH:19]=[CH:18][CH:17]=4)[CH:14]=2)[N:11]=[CH:10][CH:9]=[CH:8]3)[CH2:3][CH2:2]1. Procedure details: 6-(cyclopropylmethyl)-8-bromoquinoline and benzene boronic acid can be combined to form 6-(cyclopropylmethyl)-8-phenylquinoline,